The task is: describe an organic reaction: reactants, conditions, products, and yield. This data is from the Open Reaction Database (ORD), a public repository of structured organic reaction records. The reactants are CCN1CCc2ccc(N)cc2CC1, CC(C)O, OC1Cc2ccccc2C1Nc1nc(Cl)ncc1Cl, Cl, C1COCCO1. Yields the product CCN1CCc2ccc(Nc3ncc(Cl)c(NC4c5ccccc5CC4O)n3)cc2CC1. As a reaction SMILES: [CH2:20]([CH3:21])[N:22]1[CH2:23][CH2:24][c:25]2[c:26]([cH:29][c:30]([NH2:33])[cH:31][cH:32]2)[CH2:27][CH2:28]1.[CH:41]([OH:42])([CH3:43])[CH3:44].[Cl:1][c:2]1[n:3][cH:4][c:5]([Cl:19])[c:6]([NH:8][CH:9]2[CH:10]([OH:18])[CH2:11][c:12]3[cH:13][cH:14][cH:15][cH:16][c:17]32)[n:7]1.[ClH:34].[O:35]1[CH2:36][CH2:37][O:38][CH2:39][CH2:40]1>>[c:2]1([NH:33][c:30]2[cH:29][c:26]3[c:25]([cH:32][cH:31]2)[CH2:24][CH2:23][N:22]([CH2:20][CH3:21])[CH2:28][CH2:27]3)[n:3][cH:4][c:5]([Cl:19])[c:6]([NH:8][CH:9]2[CH:10]([OH:18])[CH2:11][c:12]3[cH:13][cH:14][cH:15][cH:16][c:17]32)[n:7]1.